From a dataset of the Open Reaction Database (ORD), a public repository of structured organic reaction records. describe an organic reaction: reactants, conditions, products, and yield Starting materials: C(C)OC(CC(C)C1=C(C=C(C=C1)OCC=1N(N=CC1C(C)C)C1=C(C=CC=C1Cl)Cl)C)=O ((+/−)-3-{4-[2-(2,6-Dichloro-phenyl)-4-isopropyl-2H-pyrazol-3-ylmethoxy]-2-methyl-phenyl}-butyric acid ethyl ester), [BH4-].[Na+] (Sodium borohydride). Solvent: C1CCOC1 (THF), CO (methyl alcohol). Reaction conditions: time 3 day. Yields the product ClC1=C(C(=CC=C1)Cl)N1N=CC(=C1COC1=CC(=C(C=C1)C(CCO)C)C)C(C)C ((+/−)-3-{4-[2-(2,6-Dichloro-phenyl)-4-isopropyl-2H-pyrazol-3-ylmethoxy]-2-methyl-phenyl}-butan-1-ol). As a reaction SMILES: C([O:3][C:4](=O)[CH2:5][CH:6]([C:8]1[CH:13]=[CH:12][C:11]([O:14][CH2:15][C:16]2[N:17]([C:24]3[C:29]([Cl:30])=[CH:28][CH:27]=[CH:26][C:25]=3[Cl:31])[N:18]=[CH:19][C:20]=2[CH:21]([CH3:23])[CH3:22])=[CH:10][C:9]=1[CH3:32])[CH3:7])C.[BH4-].[Na+]>C1COCC1.CO>[Cl:31][C:25]1[CH:26]=[CH:27][CH:28]=[C:29]([Cl:30])[C:24]=1[N:17]1[C:16]([CH2:15][O:14][C:11]2[CH:12]=[CH:13][C:8]([CH:6]([CH3:7])[CH2:5][CH2:4][OH:3])=[C:9]([CH3:32])[CH:10]=2)=[C:20]([CH:21]([CH3:23])[CH3:22])[CH:19]=[N:18]1 |f:1.2|. Procedure details: (+/−)-3-{4-[2-(2,6-Dichloro-phenyl)-4-isopropyl-2H-pyrazol-3-ylmethoxy]-2-methyl-phenyl}-butyric acid ethyl ester (0.581 g, 1.19 mmol) is dissolved in THF (15 mL) and methyl alcohol (3 mL). Sodium borohydride is added portionwise until an excess has been added. After stirring at room temperature for 3 days, the reaction is quenched with water followed by 1N HCl. The resulting mixture is extracted two times with ethyl acetate. The organic layers are combined, washed with brine, dried over magnesi...